From a dataset of the Open Reaction Database (ORD), a public repository of structured organic reaction records. describe an organic reaction: reactants, conditions, products, and yield Starting materials: ClCC[C@@H](O)C1=CC=CC=C1 ((R)-3-chloro-1-phenyl-1-propanol). The reagents and catalysts are [Rh] (rhodium-on-alumina). Run in CO (methanol). Conditions: time 6.5 hour. The product is ClCC[C@@H](O)C1CCCCC1 ((R)-3-chloro-1-cyclohexyl-1-propanol). Isolated yield 52.5%. RXN SMILES: [Cl:1][CH2:2][CH2:3][C@H:4]([C:6]1[CH:11]=[CH:10][CH:9]=[CH:8][CH:7]=1)[OH:5]>CO.[Rh]>[Cl:1][CH2:2][CH2:3][C@H:4]([CH:6]1[CH2:11][CH2:10][CH2:9][CH2:8][CH2:7]1)[OH:5]. Reported procedure: A solution of 4.25 g (25 mmol) of (R)-3-chloro-1-phenyl-1-propanol in 20 mL of methanol, containing 0.75 g of 5% rhodium-on-alumina, was hydrogenated at 60-65 psig at RT on a Parr shaker for 6.5 hours. The solution was filtered and concentrated, and the crude product was purified by chromatography on silica to give 2.32 g (55%) of (R)-3-chloro-1-cyclohexyl-1-propanol. NMR (DMSO-d6) δ0.8-1.3 (m, 5H), 1.5-1.9 (m, 6H), 3.30 (m, 1H), 3.68 (2 overlapping t, J=5.2 and 7.0, 2H), 4.48 (d, J=5.9, 1H, exc... Reaction SMILES: C1(C(C2C=CC=CC=2)=[N:8][C:9]2[CH:29]=[CH:28][C:12]3[C:13]4([CH2:26][CH3:27])[CH2:25][CH2:24][C:19]5([O:23][CH2:22][CH2:21][O:20]5)[CH2:18][CH:14]4[CH2:15][CH2:16][CH2:17][C:11]=3[CH:10]=2)C=CC=CC=1.C([O-])=O.[NH4+]>[Pd].CO>[CH2:26]([C:13]12[CH2:25][CH2:24][C:19]3([O:20][CH2:21][CH2:22][O:23]3)[CH2:18][CH:14]1[CH2:15][CH2:16][CH2:17][C:11]1[CH:10]=[C:9]([NH2:8])[CH:29]=[CH:28][C:12]=12)[CH3:27] |f:1.2|. Reported procedure: A flask with stir bar, condenser and nitrogen line was charged with rac-(4aR,11bS)—N-(diphenylmethylene)-11b-ethyl-1,2,4,4a,5,6,7,11b-octahydrospiro[dibenzo[a,c][7]annulene-3,2′-[1,3]dioxolan]-9-amine (21, R2=Ethyl) (0.550 g, 1.181 mmol), 10% Pd on carbon (0.094 g, 0.089 mmol) and MeOH (25 mL). Ammonium formate (1.12 g, 17.7 mmol) was added and the mixture was heated to about 65° C. After about 15 min the mixture was cooled to rt and filtered through a pad of Celite®. The pad was washed with MeO... The yield is 96.9%. Product: C(C)C12C(CCCC3=C1C=CC(=C3)N)CC3(OCCO3)CC2 (rac-(4aR,11bS)-11b-ethyl-1,2,4,4a,5,6,7,11b-octahydrospiro[dibenzo[a,c][7]annulene-3,2′-[1,3]dioxolan]-9-amine). Run in CO (MeOH). Reactants: C1(=CC=CC=C1)C(=NC1=CC2=C(C3(C(CCC2)CC2(OCCO2)CC3)CC)C=C1)C1=CC=CC=C1 (rac-(4aR,11bS)—N-(diphenylmethylene)-11b-ethyl-1,2,4,4a,5,6,7,11b-octahydrospiro[dibenzo[a,c][7]annulene-3,2′-[1,3]-dioxolan]-9-amine), C(=O)[O-].[NH4+] (Ammonium formate). Reagents/catalysts: [Pd] (Pd on carbon). Run at temperature 65 celsius. Reactants: O1C(CCCC1)OCCCCC=C (6-(2-tetrahydropyranyloxy)-hex-1-ene), ClC1=CC(=CC=C1)C(=O)OO (m-chloroperbenzoic acid). The solvent is C(Cl)Cl (methylene chloride). Conditions: time 18 hour. Product: O1CC1CCCCOC1OCCCC1 (1,2-epoxy-6-(2-tetrahydropyranyloxy)-hexane). RXN SMILES: [O:1]1[CH2:6][CH2:5][CH2:4][CH2:3][CH:2]1[O:7][CH2:8][CH2:9][CH2:10][CH2:11][CH:12]=[CH2:13].ClC1C=CC=C(C(OO)=[O:22])C=1>C(Cl)Cl>[O:22]1[CH:12]([CH2:11][CH2:10][CH2:9][CH2:8][O:7][CH:2]2[CH2:3][CH2:4][CH2:5][CH2:6][O:1]2)[CH2:13]1. Reported procedure: To a solution of 11.57 g of 6-(2-tetrahydropyranyloxy)-hex-1-ene in 200 ml of methylene chloride is added 10.8 g m-chloroperbenzoic acid and the mixture is stirred at room temperature for 18 h. The reaction is quenched by the addition of saturated aqueous sodium bicarbonate solution followed by saturated sodium sulfite solution. The organic phase is dried, filtered and evaporated to give a clear oil which is purified by chromatography over silica gel using hexane/ether (4:1) as eluent to obtain ... Starting materials: [BH4-], CCO, CC(=O)c1cccc(-c2ccc(C(F)(F)F)cc2)c1, [Na+], O. Yields the product CC(O)c1cccc(-c2ccc(C(F)(F)F)cc2)c1. Reaction SMILES: [BH4-:20].[CH3:23][CH2:24][OH:25].[F:1][C:2]([c:3]1[cH:4][cH:5][c:6](-[c:9]2[cH:10][c:11]([C:15]([CH3:16])=[O:17])[cH:12][cH:13][cH:14]2)[cH:7][cH:8]1)([F:18])[F:19].[Na+:21].[OH2:22]>>[F:1][C:2]([c:3]1[cH:4][cH:5][c:6](-[c:9]2[cH:10][c:11]([CH:15]([CH3:16])[OH:17])[cH:12][cH:13][cH:14]2)[cH:7][cH:8]1)([F:18])[F:19]. RXN SMILES: [CH3:1][c:2]1[cH:3][c:4](-[c:8]2[cH:9][cH:10][c:11]([CH:12]=[O:13])[cH:14][cH:15]2)[n:5][cH:6][cH:7]1.[CH3:24][CH2:25][OH:26].[ClH:16].[NH2:17][OH:18].[Na+:19].[OH:20][C:21](=[O:22])[O-:23]>>[CH3:1][c:2]1[cH:3][c:4](-[c:8]2[cH:9][cH:10][c:11]([CH:12]=[N:17][OH:18])[cH:14][cH:15]2)[n:5][cH:6][cH:7]1. The reactants are Cc1ccnc(-c2ccc(C=O)cc2)c1, CCO, Cl, NO, [Na+], O=C([O-])O. Yields the product Cc1ccnc(-c2ccc(C=NO)cc2)c1. Starting materials: ClC(=O)OC(C)Cl (1-Chloroethyl chloroformate), OCC=1SC=CC1 (2-hydroxymethyl-thiophene), N1=CC=CC=C1 (Pyridine). Run in C(Cl)(Cl)Cl (chloroform). Conditions: time 24 hour. Yields the product C(OC(C)Cl)(OCC1=CC=CS1)=O (1-Chloroethyl Thenyl Carbonate). Reaction SMILES: Cl[C:2]([O:4][CH:5]([Cl:7])[CH3:6])=[O:3].[OH:8][CH2:9][C:10]1[S:11][CH:12]=[CH:13][CH:14]=1.N1C=CC=CC=1>C(Cl)(Cl)Cl>[C:2](=[O:3])([O:8][CH2:9][C:10]1[S:11][CH:12]=[CH:13][CH:14]=1)[O:4][CH:5]([Cl:7])[CH3:6]. Reported procedure: 1-Chloroethyl chloroformate (28.6 g, 0.2 mol) and 2-hydroxymethyl-thiophene (20.6 g, 0.18 mol) were dissolved in chloroform (220 ml) at 0° C. Pyridine (15.8 g, 0.2 mol) was added dropwise during 35 minutes maintaining the temperature below 10° C. After stirring at room temperature for 24 hours the precipitate was filtered off. The organic phase was washed three times with 1 normal hydrochloric acid, once with a saturated sodium hydrogen carbonate solution and finally twice with water. The organi... Reactants: Br[Mg]c1ccccc1 (effective_coupling_partner), CCN(CC)C(=O)Oc1cccc2ccccc12 (substrate). Reagents/catalysts: CC(O)c1ccccc1P(c2ccccc2)c3ccccc3. Conditions: temperature 25 celsius, time 1 hour. Yields the product c3ccc(c1cccc2ccccc12)cc3. The solvent is C1(=CC=CC=C1)C (toluene), O (water), C(Cl)Cl (DCM). Reactants: NCC1=C(C=CC=2CCN(CCC21)C(=O)OC(C)(C)C)Cl (6-aminomethyl-3-tert-butoxycarbonyl-7-chloro-2,3,4,5-tetrahydro-1H-benzo[d]azepine), BrC1=CC=C(C(=O)NC2CCCCCC2)C=C1 (4-bromo-N-cycloheptyl-benzamide), C=1C=CC(=CC1)P(C=2C=CC=CC2)C3=CC=C4C=CC=CC4=C3C5=C6C=CC=CC6=CC=C5P(C=7C=CC=CC7)C=8C=CC=CC8 (BINAP), CC(C)([O-])C.[Na+] (sodium-t-butoxide). Yields the product C(C)(C)(C)OC(=O)N1CCC2=C(CC1)C(=C(C=C2)Cl)CNC2=CC=C(C=C2)C(NC2CCCCCC2)=O (3-tert-butoxycarbonyl-7-chloro-6-[(4-cycloheptylcarbamoyl-phenylamino)-methyl]-2,3,4,5-tetrahydro-1H-benzo[d]azepine). RXN SMILES: [NH2:1][CH2:2][C:3]1[C:13]2[CH2:12][CH2:11][N:10]([C:14]([O:16][C:17]([CH3:20])([CH3:19])[CH3:18])=[O:15])[CH2:9][CH2:8][C:7]=2[CH:6]=[CH:5][C:4]=1[Cl:21].Br[C:23]1[CH:38]=[CH:37][C:26]([C:27]([NH:29][CH:30]2[CH2:36][CH2:35][CH2:34][CH2:33][CH2:32][CH2:31]2)=[O:28])=[CH:25][CH:24]=1.C1C=CC(P(C2C(C3C(P(C4C=CC=CC=4)C4C=CC=CC=4)=CC=C4C=3C=CC=C4)=C3C(C=CC=C3)=CC=2)C2C=CC=CC=2)=CC=1.CC(C)([O-])C.[Na+]>O.C(Cl)Cl.C([O-])(=O)C.[Pd+2].C([O-])(=O)C.C1(C)C=CC=CC=1>[C:17]([O:16][C:14]([N:10]1[CH2:11][CH2:12][C:13]2[C:3]([CH2:2][NH:1][C:23]3[CH:24]=[CH:25][C:26]([C:27](=[O:28])[NH:29][CH:30]4[CH2:36][CH2:35][CH2:34][CH2:33][CH2:32][CH2:31]4)=[CH:37][CH:38]=3)=[C:4]([Cl:21])[CH:5]=[CH:6][C:7]=2[CH2:8][CH2:9]1)=[O:15])([CH3:18])([CH3:20])[CH3:19] |f:3.4,7.8.9|. Procedure: Under a nitrogen atmosphere, add 6-aminomethyl-3-tert-butoxycarbonyl-7-chloro-2,3,4,5-tetrahydro-1H-benzo[d]azepine (500 mg, 1.6 mmol), 4-bromo-N-cycloheptyl-benzamide (520 mg, 1.8 mmol), palladium(II) acetate (35 mg, 0.16 mmol), BINAP (150 mg, 0.24 mmol) and sodium-t-butoxide (460 mg, 4.8 mmol) to toluene (10 mL). Heat the mixture at 70° C. for 1 h. Cool the mixture to room temperature and dilute with water and DCM. Separate the layers and extract the aqueous phase with DCM. Wash the combined o... The yield is 54.6%. Reagents/catalysts: C(C)(=O)[O-].[Pd+2].C(C)(=O)[O-] (palladium(II) acetate). Run at temperature 70 celsius. Yields the product CC1CN(c2ccc3c4c(cccc24)C(O[Si](c2ccccc2)(c2ccccc2)C(C)(C)C)C3)CCN1CCC1OCCc2cc(C(N)=O)ccc21. As a reaction SMILES: [C:1]([CH3:2])([CH3:3])([CH3:4])[Si:5]([O:6][CH:7]1[CH2:8][c:9]2[cH:10][cH:11][c:12]([N:19]3[CH2:20][CH:21]([CH3:25])[NH:22][CH2:23][CH2:24]3)[c:13]3[cH:14][cH:15][cH:16][c:17]1[c:18]23)([c:26]1[cH:27][cH:28][cH:29][cH:30][cH:31]1)[c:32]1[cH:33][cH:34][cH:35][cH:36][cH:37]1.[CH3:38][S:39]([O:40][CH2:43][CH2:44][CH:45]1[O:46][CH2:47][CH2:48][c:49]2[c:50]1[cH:51][cH:52][c:53]([C:55](=[O:56])[NH2:57])[cH:54]2)(=[O:41])=[O:42]>>[C:1]([CH3:2])([CH3:3])([CH3:4])[Si:5]([O:6][CH:7]1[CH2:8][c:9]2[cH:10][cH:11][c:12]([N:19]3[CH2:20][CH:21]([CH3:25])[N:22]([CH2:43][CH2:44][CH:45]4[O:46][CH2:47][CH2:48][c:49]5[c:50]4[cH:51][cH:52][c:53]([C:55](=[O:56])[NH2:57])[cH:54]5)[CH2:23][CH2:24]3)[c:13]3[cH:14][cH:15][cH:16][c:17]1[c:18]23)([c:26]1[cH:27][cH:28][cH:29][cH:30][cH:31]1)[c:32]1[cH:33][cH:34][cH:35][cH:36][cH:37]1. Starting materials: CC1CN(c2ccc3c4c(cccc24)C(O[Si](c2ccccc2)(c2ccccc2)C(C)(C)C)C3)CCN1, CS(=O)(=O)OCCC1OCCc2cc(C(N)=O)ccc21. The reactants are C=CC1=CC=CC=C1 (styrene), C(C=C)(=O)OCCCC (butyl acrylate), C(C=C)(=O)O (acrylic acid), C1(=CC=CC=C1)S(=O)(=O)OCCCCCCCCCCCC.[Na] (sodium dodecyl benzene sulfonate), CCCCCCCCCCCCC1=CC=C(C=C1)S(=O)(=O)[O-].CCCCCCCCCCCCC1=CC(=CC=C1)S(=O)(=O)[O-].CCCCCCCCCCCCC1=CC=CC=C1S(=O)(=O)[O-].[Na+].[Na+].[Na+] (NEOGEN R), C1(=CC=CC=C1)OCCCCCCCCC.O(CC[*:2])[*:1] (polyoxyethylene nonyl phenyl ether), S(=O)(=O)([O-])OOS(=O)(=O)[O-].[NH4+].[NH4+] (ammonium persulfate), O (water), C=CC1=CC=CC=C1 (styrene), C(C=C)(=O)OCCCC (butyl acrylate), C(C=C)(=O)O (acrylic acid), C(CCCCCCCCCCC)S (dodecanethiol). Product: C=CC1=CC=CC=C1.C(C=C)(=O)OCCCC.C(C=C)(=O)O (styrene butyl acrylate acrylic acid). Reaction SMILES: [CH2:1]=[CH:2][C:3]1[CH:8]=[CH:7][CH:6]=[CH:5][CH:4]=1.[C:9]([O:13]CCCC)(=[O:12])[CH:10]=[CH2:11].C(O)(=O)C=C.C(S)CCCCCCCCCCC.C1(S(OCCCCCCCCCCCC)(=O)=O)C=CC=CC=1.[Na].CCCCCCCCCCCCC1C=CC(S([O-])(=O)=O)=CC=1.CCCCCCCCCCCCC1C=CC=C(S([O-])(=O)=O)C=1.CCCCCCCCCCCCC1C(S([O-])(=O)=O)=CC=CC=1.[Na+].[Na+].[Na+].S(OOS([O-])(=O)=O)([O-])(=O)=O.[NH4+].[NH4+].[OH2:140]>>[CH2:1]=[CH:2][C:3]1[CH:8]=[CH:7][CH:6]=[CH:5][CH:4]=1.[C:9]([O:13][CH2:6][CH2:7][CH2:8][CH3:3])(=[O:12])[CH:10]=[CH2:11].[C:3]([OH:12])(=[O:140])[CH:2]=[CH2:1] |f:4.5,6.7.8.9.10.11,12.13.14,16.17.18,^1:57|. Procedure: A styrene/butyl acrylate/acrylic acid latex emulsion is prepared according to the process described in U.S. Pat. No. 5,418,108. In particular, a polymer latex is prepared by the emulsion polymerization of styrene, butyl acrylate and acrylic acid (82/18/2 parts) in a nonionic/anionic surfactant solution as follows. In a reaction vessel are mixed 352 grams of styrene, 48 grams of butyl acrylate, 8 grams of acrylic acid, and 12 grams of dodecanethiol. To the reaction vessel is added 600 milliliters...